The task is: describe an organic reaction: reactants, conditions, products, and yield. This data is from the Open Reaction Database (ORD), a public repository of structured organic reaction records. The reactants are CCO, CCOC(=O)C=Cc1ccc(Cl)c(C(O)CO)c1. Yields the product CCOC(=O)CCc1ccc(Cl)c(C(O)CO)c1. RXN SMILES: [CH3:19][CH2:20][OH:21].[Cl:1][c:2]1[c:3]([CH:15]([CH2:16][OH:17])[OH:18])[cH:4][c:5]([CH:8]=[CH:9][C:10](=[O:11])[O:12][CH2:13][CH3:14])[cH:6][cH:7]1>>[Cl:1][c:2]1[c:3]([CH:15]([CH2:16][OH:17])[OH:18])[cH:4][c:5]([CH2:8][CH2:9][C:10](=[O:11])[O:12][CH2:13][CH3:14])[cH:6][cH:7]1. Reactants: O=C(O)C(F)(F)F, O, CC1(C)OC2C(COS(N)(=O)=O)OC(n3cnc4c(-c5cccc(-n6cccn6)c5)ncnc43)C2O1. The product is NS(=O)(=O)OCC1OC(n2cnc3c(-c4cccc(-n5cccn5)c4)ncnc32)C(O)C1O. As a reaction SMILES: [F:38][C:39]([F:40])([F:41])[C:42]([OH:43])=[O:44].[OH2:37].[S:1]([NH2:2])([O:3][CH2:4][CH:5]1[O:6][CH:7]([n:15]2[c:16]3[n:17][cH:18][n:19][c:20](-[c:24]4[cH:25][c:26](-[n:30]5[n:31][cH:32][cH:33][cH:34]5)[cH:27][cH:28][cH:29]4)[c:21]3[n:22][cH:23]2)[CH:8]2[O:9][C:10]([CH3:13])([CH3:14])[O:11][CH:12]12)(=[O:35])=[O:36]>>[S:1]([NH2:2])([O:3][CH2:4][CH:5]1[O:6][CH:7]([n:15]2[c:16]3[n:17][cH:18][n:19][c:20](-[c:24]4[cH:25][c:26](-[n:30]5[n:31][cH:32][cH:33][cH:34]5)[cH:27][cH:28][cH:29]4)[c:21]3[n:22][cH:23]2)[CH:8]([OH:9])[CH:12]1[OH:11])(=[O:35])=[O:36].